Dataset: the Open Reaction Database (ORD), a public repository of structured organic reaction records. Task: describe an organic reaction: reactants, conditions, products, and yield The reactants are OCCCBr, C1COCCN1, Cc1ccccc1. The product is OCCCN1CCOCC1. RXN SMILES: [Br:7][CH2:8][CH2:9][CH2:10][OH:11].[CH2:1]1[CH2:2][O:3][CH2:4][CH2:5][NH:6]1.[CH3:12][c:13]1[cH:14][cH:15][cH:16][cH:17][cH:18]1>>[CH2:1]1[CH2:2][O:3][CH2:4][CH2:5][N:6]1[CH2:8][CH2:9][CH2:10][OH:11].